Dataset: the Open Reaction Database (ORD), a public repository of structured organic reaction records. Task: describe an organic reaction: reactants, conditions, products, and yield Starting materials: C1OC23[C@]4(C)[C@@H](CC2(OCCO3)OC1)[C@@H]1/C(/CC3CCCC[C@]3(C)[C@H]1CC4)=N/OC (17,17-bis(ethylendioxy)-7(E)-methoxyiminoandrostane), C(#N)[C@H]1C[C@H]2[C@@H]3CCC([C@@]3(C)CC[C@@H]2[C@]2(CCC(CC12)=O)C)=O (6α-cyanoandrostane-3,17-dione). The product is CO\N=C/1\[C@H]2[C@@H]3CCC([C@@]3(C)CC[C@@H]2[C@]2(CCC(CC2C1)=O)C)=O (7(E)-Methoxyiminoandrostane-3,17-dione). The yield is 55.0%. Reaction SMILES: C1CO[C:8]23OCC[O:12][C:3]2([C@:4]2([CH2:27][CH2:26][C@H:25]4[C@@H:15](/[C:16](=[N:28]/[O:29][CH3:30])/[CH2:17][CH:18]5[C@:23]4([CH3:24])[CH2:22][CH2:21][CH2:20][CH2:19]5)[C@@H:6]2[CH2:7]3)[CH3:5])O1.C([C@@H]1C2[C@](C)(CCC(=[O:51])C2)[C@@H]2[C@H]([C@H]3[C@@](CC2)(C)C(=O)CC3)C1)#N>>[CH3:30][O:29]/[N:28]=[C:16]1/[C@@H:15]2[C@@H:25]([C@:23]3([CH3:24])[CH:18]([CH2:17]/1)[CH2:19][C:20](=[O:51])[CH2:21][CH2:22]3)[CH2:26][CH2:27][C@@:4]1([CH3:5])[C@H:6]2[CH2:7][CH2:8][C:3]1=[O:12]. Reported procedure: The title compound II-br was prepared in 55% yield from 3,3:17,17-bis(ethylendioxy)-7(E)-methoxyiminoandrostane by the procedure described above for the preparation of 6α-cyanoandrostane-3,17-dione (II-ac, Prepn. 3). The crude product was purified by flash chromatography (SiO2, n-hexane/EtOAc 6/4). 1H-NMR (300 MHz, DMSO-d6, ppm from TMS: δ 3.72 (s, 3H), 2.89 (m, 1H), 2.63-0.93 (m, 19H), 1.12 (s, 3H), 0.82 (s, 3H). Starting materials: Cl.C(C)OC(C(CC1=CC(=NO1)C1NCCC1)NC(=O)OCC=C)=O (2-Allyloxycarbonylamino-3-(3-pyrrolidin-2-yl-isoxazol-5-yl)-propionic acid ethyl ester hydrochloride), C([O-])([O-])=O.[Na+].[Na+] (sodium carbonate), ClC=1C=C(C=C(C1)Cl)S(=O)(=O)Cl (3,5-dichlorobenzenesulfonylchloride). Solvent: O (water). Reaction conditions: time 8 hour. The product is C(C=C)OC(=O)NC(C(=O)O)CC1=CC(=NO1)C1N(CCC1)S(=O)(=O)C1=CC(=CC(=C1)Cl)Cl (2-Allyloxycarbonylamino-3-{3-[1-(3,5-dichloro-benzenesulfonyl)-pyrrolidin-2-yl]-isoxazol-5-yl}-propionic acid). Yield: 38.7%. As a reaction SMILES: Cl.C([O:4][C:5](=[O:25])[CH:6]([NH:18][C:19]([O:21][CH2:22][CH:23]=[CH2:24])=[O:20])[CH2:7][C:8]1[O:12][N:11]=[C:10]([CH:13]2[CH2:17][CH2:16][CH2:15][NH:14]2)[CH:9]=1)C.C(=O)([O-])[O-].[Na+].[Na+].[Cl:32][C:33]1[CH:34]=[C:35]([S:40](Cl)(=[O:42])=[O:41])[CH:36]=[C:37]([Cl:39])[CH:38]=1>O>[CH2:22]([O:21][C:19]([NH:18][CH:6]([CH2:7][C:8]1[O:12][N:11]=[C:10]([CH:13]2[CH2:17][CH2:16][CH2:15][N:14]2[S:40]([C:35]2[CH:34]=[C:33]([Cl:32])[CH:38]=[C:37]([Cl:39])[CH:36]=2)(=[O:42])=[O:41])[CH:9]=1)[C:5]([OH:4])=[O:25])=[O:20])[CH:23]=[CH2:24] |f:0.1,2.3.4|. Reported procedure: 2-Allyloxycarbonylamino-3-(3-pyrrolidin-2-yl-isoxazol-5-yl)-propionic acid ethyl ester hydrochloride (110 mg, 0.294 mmol) and sodium carbonate (93.5 mg, 0.882 mmol) were dissolved in water (1.5 mL) and 3,5-dichlorobenzenesulfonylchloride (86.7 mg, 0.353 mmol) was added. This mixture was stirred overnight. The reaction was extracted twice with dichloromethane. The combined organic portion was washed with brine, dried over magnesium sulfate and concentrated in vacuo to yield the title compound (59...